This data is from the Open Reaction Database (ORD), a public repository of structured organic reaction records. The task is: describe an organic reaction: reactants, conditions, products, and yield Reactants: BrC=1C=CC(=NC1)[C@@H](NC(CC1=CC=C(C=C1)C(C)C)=O)C=1N=NN(C1)C[Si](C)(C)C (N-((S)-(5-bromopyridin-2-yl){1-[(trimethylsilyl)methyl]-1H-1,2,3-triazol-4-yl}methyl)-2-(4-isopropylphenyl)acetamide), CCCC[N+](CCCC)(CCCC)CCCC.[F-] (TBAF). Run in C1CCOC1 (THF), C1CCOC1 (THF). Run at time 1 hour. Yields the product BrC=1C=CC(=NC1)[C@@H](NC(CC1=CC=C(C=C1)C(C)C)=O)C=1N=NN(C1)C (N-[(S)-(5-bromopyridin-2-yl) (1-methyl-1H-1,2,3-triazol-4-yl)methyl]-2-(4-isopropylphenyl)acetamide). The yield is 64.2%. Reaction SMILES: [Br:1][C:2]1[CH:3]=[CH:4][C:5]([C@H:8]([C:22]2[N:23]=[N:24][N:25]([CH2:27][Si](C)(C)C)[CH:26]=2)[NH:9][C:10](=[O:21])[CH2:11][C:12]2[CH:17]=[CH:16][C:15]([CH:18]([CH3:20])[CH3:19])=[CH:14][CH:13]=2)=[N:6][CH:7]=1.CCCC[N+](CCCC)(CCCC)CCCC.[F-]>C1COCC1>[Br:1][C:2]1[CH:3]=[CH:4][C:5]([C@H:8]([C:22]2[N:23]=[N:24][N:25]([CH3:27])[CH:26]=2)[NH:9][C:10](=[O:21])[CH2:11][C:12]2[CH:13]=[CH:14][C:15]([CH:18]([CH3:20])[CH3:19])=[CH:16][CH:17]=2)=[N:6][CH:7]=1 |f:1.2|. Reported procedure: To a solution of N-((S)-(5-bromopyridin-2-yl){1-[(trimethylsilyl)methyl]-1H-1,2,3-triazol-4-yl}methyl)-2-(4-isopropylphenyl)acetamide (0.4 g, 0.80 mmol) in THF (5.0 mL) was added a solution of TBAF in THF (0.84 mL, 1 M). The reaction was stirred at room temperature for 1 h. The solvent was removed and the residue was purified by silica flash chromatography (gradient, 10-100% EtOAc in hexanes) to give N-[(S)-(5-bromopyridin-2-yl) (1-methyl-1H-1,2,3-triazol-4-yl)methyl]-2-(4-isopropylphenyl)acetam... Reactants: IC1=CC2=C(N(C(N2)=O)C(=O)OC(C)(C)C)C=C1 (tert-butyl 5-iodo-2-oxo-2,3-dihydro-benzimidazole-1-carboxylate), BrCC(=O)OC(C)(C)C (tert-butyl bromoacetate), C([O-])([O-])=O.[Cs+].[Cs+] (cesium carbonate). Solvent: C(C)#N (acetonitrile). The product is C(C)(C)(C)OC(=O)CN1C(N(C2=C1C=C(C=C2)I)C(=O)OC(C)(C)C)=O (tert-Butyl 3-tert-butoxycarbonylmethyl-5-iodo-2-oxo-2,3-dihydro-benzimidazole-1-carboxylate). As a reaction SMILES: [I:1][C:2]1[CH:18]=[CH:17][C:5]2[N:6]([C:10]([O:12][C:13]([CH3:16])([CH3:15])[CH3:14])=[O:11])[C:7](=[O:9])[NH:8][C:4]=2[CH:3]=1.Br[CH2:20][C:21]([O:23][C:24]([CH3:27])([CH3:26])[CH3:25])=[O:22].C(=O)([O-])[O-].[Cs+].[Cs+]>C(#N)C>[C:24]([O:23][C:21]([CH2:20][N:8]1[C:4]2[CH:3]=[C:2]([I:1])[CH:18]=[CH:17][C:5]=2[N:6]([C:10]([O:12][C:13]([CH3:14])([CH3:15])[CH3:16])=[O:11])[C:7]1=[O:9])=[O:22])([CH3:27])([CH3:26])[CH3:25] |f:2.3.4|. Procedure details: A mixture of 1.90 g (5.27 mmol) of tert-butyl 5-iodo-2-oxo-2,3-dihydro-benzimidazole-1-carboxylate (VI b), 1.13 g (5.80 mmol) of tert-butyl bromoacetate and 2.23 g (6.86 mmol) of cesium carbonate in acetonitrile (60 ml) was heated under reflux for 3 h. The solvent was removed in vacuo, water was added to the residue, and the aqueous mixture was extracted four times with ethyl acetate. The combined organic phases were washed with saturated NaCl solution and dried over magnesium sulfate, and the s... Starting materials: CC(N(S(=O)(=O)C1=C(C=CC=C1)OC(C)C)C1=CC(=CC(=C1)C)OCCNC1=C(C=NC=C1Cl)Cl)(P(=O)=O)C (N-(dimethyloxophosphinyl-methyl)-N-{3-[2-(3,5-dichloro-pyridin-4-ylamino)-ethoxy]-5-methyl-phenyl}-2-(2-propyloxy)-benzenesulfonamide), CP(=O)(C(N(S(=O)(=O)C1=C(C=CC=C1)OC(C)C)C1=CC(=CC(=C1)C)OCCNC=1C(=C(C=NC1)Cl)Cl)=O)C (N-(dimethyloxo-phosphinyl-methyl)-N-{3-[2-(3,4-dichloro-pyridin-5-ylamino)-ethoxy]5-methyl-phenyl}-2-(2-propyloxy)-benzenesulfonamide). Yields the product CC(N(S(=O)(=O)C1=C(C=CC=C1)OC(C)C)C1=CC(=CC(=C1)OCCNC1=CC=NC=C1)C)(P(=O)=O)C (N-(Dimethyloxophosphinyl-methyl)-N-{3-methyl-5-[2-(pyridin-4-ylamino)-ethoxyl]-phenyl}-2-(2-propyl-oxy)-benzenesulfonamide). RXN SMILES: [CH3:1][C:2]([CH3:39])([P:36](=[O:38])=[O:37])[N:3]([C:17]1[CH:22]=[C:21]([CH3:23])[CH:20]=[C:19]([O:24][CH2:25][CH2:26][NH:27][C:28]2[C:33](Cl)=[CH:32][N:31]=[CH:30][C:29]=2Cl)[CH:18]=1)[S:4]([C:7]1[CH:12]=[CH:11][CH:10]=[CH:9][C:8]=1[O:13][CH:14]([CH3:16])[CH3:15])(=[O:6])=[O:5].CP(C)(C(=O)N(C1C=C(C)C=C(OCCNC2C(Cl)=C(Cl)C=NC=2)C=1)S(C1C=CC=CC=1OC(C)C)(=O)=O)=O>>[CH3:39][C:2]([CH3:1])([P:36](=[O:37])=[O:38])[N:3]([C:17]1[CH:18]=[C:19]([O:24][CH2:25][CH2:26][NH:27][C:28]2[CH:33]=[CH:32][N:31]=[CH:30][CH:29]=2)[CH:20]=[C:21]([CH3:23])[CH:22]=1)[S:4]([C:7]1[CH:12]=[CH:11][CH:10]=[CH:9][C:8]=1[O:13][CH:14]([CH3:16])[CH3:15])(=[O:6])=[O:5]. Procedure details: was produced in a 35% yield analogously to example 5. Oil. MS (m/e)=532. For this 2-isopropyloxy-benzene-sulfonyl chloride was used in step 5c) instead of 2-methoxy-benzenesulfonyl chloride and N-(3-cyanomethoxy-5-methyl-phenyl)-2-(2-propyloxy)-benzenesulfonamide (Fp. 100°-102° C.) was obtained in a 21% yield which was reacted analogously to example 5d) to form N-(dimethyloxophosphinyl-methyl)-N-(3-cyanomethoxy-5-methyl-phenyl)-2-(2-propyloxy)-benzenesulfonamide (65% Fp. 137°-140° C.) and this w... Starting materials: C1CCOC1 (THF), 19-2, C1CCOC1 (THF), ClC(Cl)[Si](C)(C)C ((dichloromethyl) trimethylsilane), 19-5, FC(OC=1C=C(C=O)C=CC1)(F)F (3-(trifluoromethoxy)benzaldehyde), Cl.CO (HCl MeOH). The solvent is C(C)OCC (ethyl ether), O (water). Reaction conditions: time 18 hour. The product is ClC(C(O)C1=CC(=CC=C1)OC(F)(F)F)Cl (2,2-Dichloro-1-[3-(trifluoromethoxy)phenyl]ethanol). As a reaction SMILES: C1COCC1.[Cl:6][CH:7]([Si](C)(C)C)[Cl:8].Cl.CO.[F:16][C:17]([F:28])([F:27])[O:18][C:19]1[CH:20]=[C:21]([CH:24]=[CH:25][CH:26]=1)[CH:22]=[O:23]>C(OCC)C.O>[Cl:6][CH:7]([Cl:8])[CH:22]([C:21]1[CH:24]=[CH:25][CH:26]=[C:19]([O:18][C:17]([F:16])([F:27])[F:28])[CH:20]=1)[OH:23] |f:2.3|. Reported procedure: The title compound was prepared as outlined in JACS, 1985, 107, 4085-4087 as follows. A 1.0M THF solution of 19-2 (0.19 g, 1.0 mmol) was added to a THF solution (2 mL) of (dichloromethyl) trimethylsilane 19-6 (0.188 g, 1.2 mmol) and 19-5 (0.9 g, 0.25 mmol) and stirred at room temperature for 18 hours. The reaction was then treated with 300 μL (0.3 mmol) of 1N HCl/MeOH for 20 minutes and diluted with ethyl ether and water. The ether was removed, dried with sodium sulfate, filtered and evaporated ...